Task: describe an organic reaction: reactants, conditions, products, and yield. Dataset: the Open Reaction Database (ORD), a public repository of structured organic reaction records Reactants: CC1=CC=C(C=C1)S(=O)(=O)OC[C@H]1COC2=C(O1)C=C(C=C2Cl)S(=O)(=O)C ([(2R)-5-chloro-7-(methylsulfonyl)-2,3-dihydro-1,4-benzodioxin-2-yl]methyl 4-methylbenzenesulfonate), CN (methanamine). Run in C(C)#N (ACN). Run at temperature 120 celsius. The product is ClC1=CC(=CC=2O[C@H](COC21)CNC)S(=O)(=O)C (1-[(2S)-5-CHLORO-7-(METHYLSULFONYL)-2,3-DIHYDRO-1,4-BENZODIOXIN-2-YL]-N-METHYLMETHANAMINE). Yield: 56.1%. Reaction SMILES: CC1C=CC(S(O[CH2:12][C@@H:13]2[O:18][C:17]3[CH:19]=[C:20]([S:24]([CH3:27])(=[O:26])=[O:25])[CH:21]=[C:22]([Cl:23])[C:16]=3[O:15][CH2:14]2)(=O)=O)=CC=1.[CH3:28][NH2:29]>C(#N)C>[Cl:23][C:22]1[C:16]2[O:15][CH2:14][C@H:13]([CH2:12][NH:29][CH3:28])[O:18][C:17]=2[CH:19]=[C:20]([S:24]([CH3:27])(=[O:26])=[O:25])[CH:21]=1. Procedure details: A mixture of [(2R)-5-chloro-7-(methylsulfonyl)-2,3-dihydro-1,4-benzodioxin-2-yl]methyl 4-methylbenzenesulfonate (0.48 g, 1.1 mmol), methanamine (1.5 ml, 33% in EtOH, 4 mmol) and ACN (3 ml) was heated under microwave radiation at 120° C. for 20 min. Purification on SCX-3 column (TEA/MeOH) and by flash column chromatography (MeOH/EtOAc) gave the title compound (0.18 g). The amine was converted to the hydrochloric acid salt and crystallized from MeOH/Et2O. M.p. 262° C. MS m/z (rel. intensity, 70 eV... Reactants: N1C[C@@H](CC1)NC1=NC=CC=C1C=1N=C2C(=NC1)N(C=C2)COCC[Si](C)(C)C ((R)-pyrrolidin-3-yl-{3-[5-(2-trimethylsilanyl-ethoxymethyl)-5H-pyrrolo[2,3-b]pyrazin-2-yl]-pyridin-2-yl}-amine), C(CC)S(=O)(=O)Cl (propane-1-sulfonyl chloride). The product is C(CC)S(=O)(=O)N1C[C@@H](CC1)NC1=NC=CC=C1C=1N=C2C(=NC1)N(C=C2)COCC[Si](C)(C)C ([(R)-1-(Propane-1-sulfonyl)-pyrrolidin-3-yl]-{3-[5-(2-trimethylsilanyl-ethoxymethyl)-5H-pyrrolo[2,3-b]pyrazin-2-yl]-pyridin-2-yl}-amine). RXN SMILES: [NH:1]1[CH2:5][CH2:4][C@@H:3]([NH:6][C:7]2[C:12]([C:13]3[N:14]=[C:15]4[CH:21]=[CH:20][N:19]([CH2:22][O:23][CH2:24][CH2:25][Si:26]([CH3:29])([CH3:28])[CH3:27])[C:16]4=[N:17][CH:18]=3)=[CH:11][CH:10]=[CH:9][N:8]=2)[CH2:2]1.[CH2:30]([S:33](Cl)(=[O:35])=[O:34])[CH2:31][CH3:32]>>[CH2:30]([S:33]([N:1]1[CH2:5][CH2:4][C@@H:3]([NH:6][C:7]2[C:12]([C:13]3[N:14]=[C:15]4[CH:21]=[CH:20][N:19]([CH2:22][O:23][CH2:24][CH2:25][Si:26]([CH3:29])([CH3:28])[CH3:27])[C:16]4=[N:17][CH:18]=3)=[CH:11][CH:10]=[CH:9][N:8]=2)[CH2:2]1)(=[O:35])=[O:34])[CH2:31][CH3:32]. Reported procedure: [(R)-1-(Propane-1-sulfonyl)-pyrrolidin-3-yl]-{3-[5-(2-trimethylsilanyl-ethoxymethyl)-5H-pyrrolo[2,3-b]pyrazin-2-yl]-pyridin-2-yl}-amine was prepared from (R)-pyrrolidin-3-yl-{3-[5-(2-trimethylsilanyl-ethoxymethyl)-5H-pyrrolo[2,3-b]pyrazin-2-yl]-pyridin-2-yl}-amine and propane-1-sulfonyl chloride, following the general synthetic procedures described in the above Examples.